Dataset: the Open Reaction Database (ORD), a public repository of structured organic reaction records. Task: describe an organic reaction: reactants, conditions, products, and yield The reactants are CN1CC=2N(C3=C(C1=O)C=CC=C3)C=NC2 (4,5-dihydro-5-methyl-6H-imidazo[1,5-a][1,4]benzodiazepin-6-one), ClN1C(CCC1=O)=O (N-chlorosuccinimide), O (water). Solvent: CN(C=O)C (dimethylformamide). Reaction conditions: time 10 minute. Product: ClC=1N=CN2C1CN(C(C1=C2C=CC=C1)=O)C (3-chloro-4,5-dihydro-5-methyl-6H-imidazo[1,5-a][1,4]benzodiazepin-6-one). As a reaction SMILES: [CH3:1][N:2]1[C:8](=[O:9])[C:7]2[CH:10]=[CH:11][CH:12]=[CH:13][C:6]=2[N:5]2[CH:14]=[N:15][CH:16]=[C:4]2[CH2:3]1.[Cl:17]N1C(=O)CCC1=O.O>CN(C)C=O>[Cl:17][C:16]1[N:15]=[CH:14][N:5]2[C:6]3[CH:13]=[CH:12][CH:11]=[CH:10][C:7]=3[C:8](=[O:9])[N:2]([CH3:1])[CH2:3][C:4]=12. Reported procedure: 5 g (23.5 mmol) of 4,5-dihydro-5-methyl-6H-imidazo[1,5-a][1,4]benzodiazepin-6-one in 30 ml of dimethylformamide are treated with 3.20 g (23.5 mmol) of N-chlorosuccinimide and stirred at room temperature for 1.5 hours and at 60° for 10 minutes. The clear brown solution is poured into about 200 ml of water and extracted three times with chloroform. The combined chloroform extracts are washed with water, dried over magnesium sulphate and evaporated. By chromatography of the residue on a silica gel ... The reactants are Cc1ccc(O)c(O)c1, COc1ccc(S(=O)O)cc1, ClCCCl. Product: COc1ccc(S(=O)(=O)c2cc(O)c(O)cc2C)cc1. As a reaction SMILES: [CH3:12][c:13]1[cH:14][c:15]([OH:20])[c:16]([OH:19])[cH:17][cH:18]1.[CH3:1][O:2][c:3]1[cH:4][cH:5][c:6]([S:9](=[O:10])[OH:11])[cH:7][cH:8]1.[Cl:21][CH2:22][CH2:23][Cl:24]>>[CH3:1][O:2][c:3]1[cH:4][cH:5][c:6]([S:9](=[O:10])(=[O:11])[c:18]2[c:13]([CH3:12])[cH:14][c:15]([OH:20])[c:16]([OH:19])[cH:17]2)[cH:7][cH:8]1. The reactants are B(Br)(Br)Br.ClCCl (boron tribromide dichloromethane), CO (methanol), C([O-])([O-])=O.[Na+].[Na+] (sodium carbonate), Cl.ClC=1C=C2C=CC(=CC2=CC1)S(=O)(=O)N1CC(N(CC1)C(=O)C=1SC=2CNC(CC2N1)C)C(NCC1=C(C=CC=C1)OC)=O (4-[(6-chloronaphthalen-2-yl)sulfonyl]-2-[[N-(2-methoxybenzyl)]carbamoyl]-1-[(6-methyl-4,5,6,7-tetrahydrothiazolo[5,4-c]pyridin-2-yl)carbonyl]piperazine hydrochloride). Solvent: O (water), ClCCl (dichloromethane). Run at time 8 hour. Yields the product ClC=1C=C2C=CC(=CC2=CC1)S(=O)(=O)N1CC(N(CC1)C(=O)C=1SC=2CNC(CC2N1)C)C(NCC1=C(C=CC=C1)O)=O (4-[(6-Chloronaphthalen-2-yl)sulfonyl]-2-[[N-(2-hydroxybenzyl)]carbamoyl]-1-[(6-methyl-4,5,6,7-tetrahydrothiazolo[5,4-c]pyridin-2-yl)carbonyl]piperazine). RXN SMILES: Cl.[Cl:2][C:3]1[CH:4]=[C:5]2[C:10](=[CH:11][CH:12]=1)[CH:9]=[C:8]([S:13]([N:16]1[CH2:21][CH2:20][N:19]([C:22]([C:24]3[S:25][C:26]4[CH2:27][NH:28][CH:29]([CH3:33])[CH2:30][C:31]=4[N:32]=3)=[O:23])[CH:18]([C:34](=[O:45])[NH:35][CH2:36][C:37]3[CH:42]=[CH:41][CH:40]=[CH:39][C:38]=3[O:43]C)[CH2:17]1)(=[O:15])=[O:14])[CH:7]=[CH:6]2.B(Br)(Br)Br.ClCCl.CO.C(=O)([O-])[O-].[Na+].[Na+]>ClCCl.O>[Cl:2][C:3]1[CH:4]=[C:5]2[C:10](=[CH:11][CH:12]=1)[CH:9]=[C:8]([S:13]([N:16]1[CH2:21][CH2:20][N:19]([C:22]([C:24]3[S:25][C:26]4[CH2:27][NH:28][CH:29]([CH3:33])[CH2:30][C:31]=4[N:32]=3)=[O:23])[CH:18]([C:34](=[O:45])[NH:35][CH2:36][C:37]3[CH:42]=[CH:41][CH:40]=[CH:39][C:38]=3[OH:43])[CH2:17]1)(=[O:14])=[O:15])[CH:7]=[CH:6]2 |f:0.1,2.3,5.6.7|. Procedure: In dichloromethane (10 ml), 4-[(6-chloronaphthalen-2-yl)sulfonyl]-2-[[N-(2-methoxybenzyl)]carbamoyl]-1-[(6-methyl-4,5,6,7-tetrahydrothiazolo[5,4-c]pyridin-2-yl)carbonyl]piperazine hydrochloride (195 mg) was dissolved, followed by the dropwise addition of a boron tribromide-dichloromethane solution (1.0M, 2.08 ml) at −78° C. The reaction mixture was heated to room temperature and stirred overnight. To the reaction mixture, methanol (2 ml), sodium carbonate (200 mg) and water (3 ml) were added to ... Product: ClC1=NC=C(C=C1Cl)I (2,3-Dichloro-5-iodopyridine). Reaction SMILES: [Cl:1][C:2]1[C:3](O)=[N:4][CH:5]=[C:6]([I:8])[CH:7]=1.P(Cl)(Cl)(Cl)(Cl)[Cl:11].P(Cl)(Cl)(Cl)=O>>[Cl:11][C:3]1[C:2]([Cl:1])=[CH:7][C:6]([I:8])=[CH:5][N:4]=1. Procedure: A 50 ml 3-necked round bottom flask, equipped with a thermometer, a reflux condenser topped with a N2 inlet, a stopper and a magnetic stirrer, was charged with 3.50 g (0.0137 mole) of 3-chloro-5-iodo-2-pyridinol, from STEP 1 above, 3.00 g (0.0144 mole) of phosphorus pentachloride and 5-10 ml of phosphorus oxychloride. The reaction mixture was heated to reflux and the solid dissolved resulting in a golden brown solution. The reaction mixture was stirred under N2 at reflux for 4 hours and then coo... Conditions: time 1 hour. Starting materials: ClC=1C(=NC=C(C1)I)O (3-chloro-5-iodo-2-pyridinol), P(Cl)(Cl)(Cl)(Cl)Cl (phosphorus pentachloride), P(=O)(Cl)(Cl)Cl (phosphorus oxychloride). Isolated yield 10.7%.